Dataset: the Open Reaction Database (ORD), a public repository of structured organic reaction records. Task: describe an organic reaction: reactants, conditions, products, and yield The reactants are BrCC(=O)C1=CC=CC=C1 (2-bromoacetophenone), C([O-])([O-])=O.[K+].[K+] (potassium carbonate), C1(=CC=CC=C1)S (thiophenol). Run in C(C)O (ethanol). Reaction conditions: time 12 hour. The product is C1(=CC=CC=C1)C(CSC1=CC=CC=C1)=O (1-phenyl-2-(phenylthio)ethanone). Yield: 98.0%. As a reaction SMILES: Br[CH2:2][C:3]([C:5]1[CH:10]=[CH:9][CH:8]=[CH:7][CH:6]=1)=[O:4].C(=O)([O-])[O-].[K+].[K+].[C:17]1([SH:23])[CH:22]=[CH:21][CH:20]=[CH:19][CH:18]=1>C(O)C>[C:5]1([C:3](=[O:4])[CH2:2][S:23][C:17]2[CH:22]=[CH:21][CH:20]=[CH:19][CH:18]=2)[CH:10]=[CH:9][CH:8]=[CH:7][CH:6]=1 |f:1.2.3|. Reported procedure: To a suspension of 2-bromoacetophenone (10 g) and potassium carbonate (7.1 g) in ethanol (150 mL) was added thiophenol (5.2 mL) under ice-cooling, and the mixture was stirred at room temperature for 12 hr. The insoluble material was filtered off, and the filtrate was concentrated under reduced pressure. Water was added to the residue, and the mixture was extracted with ethyl acetate. The extract was washed with saturated aqueous sodium hydrogen carbonate solution, water and saturated brine in th... The reactants are BrC1=C(N=C(N1COCC[Si](C)(C)C)C1=CC=CC=C1)C1=CC=NC=C1 (4-[5-Bromo-2-phenyl-1-(2-trimethylsilanyl-ethoxymethyl)-1H-imidazol-4-yl]-pyridine), [Li]C(C)(C)C (tBuLi), C(O)([O-])=O.[Na+] (sodium hydrogen carbonate), C(CCC)[Sn](CCCC)(CCCC)Cl (tributyltin chloride). The solvent is C1CCOC1 (THF). Run at time 8 hour. The product is C1(=CC=CC=C1)C=1N(C(=C(N1)C1=CC=NC=C1)[Sn](CCCC)(CCCC)CCCC)COCC[Si](C)(C)C (4-[2-Phenyl-5-tributylstannanyl-1-(2-trimethylsilanyl-ethoxymethyl)-1H-imidazol-4-yl]-pyridine). The yield is 92.6%. As a reaction SMILES: Br[C:2]1[N:6]([CH2:7][O:8][CH2:9][CH2:10][Si:11]([CH3:14])([CH3:13])[CH3:12])[C:5]([C:15]2[CH:20]=[CH:19][CH:18]=[CH:17][CH:16]=2)=[N:4][C:3]=1[C:21]1[CH:26]=[CH:25][N:24]=[CH:23][CH:22]=1.[Li]C(C)(C)C.[CH2:32]([Sn:36](Cl)([CH2:41][CH2:42][CH2:43][CH3:44])[CH2:37][CH2:38][CH2:39][CH3:40])[CH2:33][CH2:34][CH3:35].C(=O)([O-])O.[Na+]>C1COCC1>[C:15]1([C:5]2[N:6]([CH2:7][O:8][CH2:9][CH2:10][Si:11]([CH3:14])([CH3:13])[CH3:12])[C:2]([Sn:36]([CH2:37][CH2:38][CH2:39][CH3:40])([CH2:41][CH2:42][CH2:43][CH3:44])[CH2:32][CH2:33][CH2:34][CH3:35])=[C:3]([C:21]3[CH:26]=[CH:25][N:24]=[CH:23][CH:22]=3)[N:4]=2)[CH:20]=[CH:19][CH:18]=[CH:17][CH:16]=1 |f:3.4|. Reported procedure: To a solution of the product of Step 2 (13.4 g, 31.2 mmol) in THF (200 ml) at −78° C. was added dropwise tBuLi (22 ml, 1.7M, 38 mmol). After 25 minutes tributyltin chloride (12.37 g, 10.3 ml, 38 mmol) was added dropwise and the mixture was then allowed to reach room temperature overnight. The reaction was then poured into a saturated solution of sodium hydrogen carbonate and washed several times with diethyl ether. The combined organic layers were dried (magnesium sulphate), concentrated in vacu... The reactants are O=C([O-])[O-], CC(C)=O, N#CCCl, [Cs+], [Cs+], [I-], [K+], O=C(O)CCc1c[nH]c2ccccc12. The product is N#CCOC(=O)CCc1c[nH]c2ccccc12. As a reaction SMILES: [C:15](=[O:16])([O-:17])[O-:18].[CH3:27][C:28](=[O:29])[CH3:30].[Cl:21][CH2:22][C:23]#[N:24].[Cs+:19].[Cs+:20].[I-:26].[K+:25].[nH:1]1[cH:2][c:3]([CH2:10][CH2:11][C:12](=[O:13])[OH:14])[c:4]2[cH:5][cH:6][cH:7][cH:8][c:9]12>>[nH:1]1[cH:2][c:3]([CH2:10][CH2:11][C:12]([O:13][CH2:22][C:23]#[N:24])=[O:14])[c:4]2[cH:5][cH:6][cH:7][cH:8][c:9]12. Reactants: CCCc1cc(Cn2c(=O)n(CC)c3ccccc32)cc(CCC)c1OC(C(=O)OCC)c1cc(OC)c2c(c1)OCO2, CO, [Na+], [OH-]. Yields the product CCCc1cc(Cn2c(=O)n(CC)c3ccccc32)cc(CCC)c1OC(C(=O)O)c1cc(OC)c2c(c1)OCO2. Reaction SMILES: [C:1](=[O:2])([O:3][CH2:4][CH3:5])[CH:6]([O:7][c:8]1[c:9]([CH2:30][CH2:31][CH3:32])[cH:10][c:11]([CH2:17][n:18]2[c:19](=[O:29])[n:20]([CH2:27][CH3:28])[c:21]3[c:22]2[cH:23][cH:24][cH:25][cH:26]3)[cH:12][c:13]1[CH2:14][CH2:15][CH3:16])[c:33]1[cH:34][c:35]2[c:36]([c:37]([O:39][CH3:40])[cH:38]1)[O:41][CH2:42][O:43]2.[CH3:46][OH:47].[Na+:45].[OH-:44]>>[C:1](=[O:2])([OH:3])[CH:6]([O:7][c:8]1[c:9]([CH2:30][CH2:31][CH3:32])[cH:10][c:11]([CH2:17][n:18]2[c:19](=[O:29])[n:20]([CH2:27][CH3:28])[c:21]3[c:22]2[cH:23][cH:24][cH:25][cH:26]3)[cH:12][c:13]1[CH2:14][CH2:15][CH3:16])[c:33]1[cH:34][c:35]2[c:36]([c:37]([O:39][CH3:40])[cH:38]1)[O:41][CH2:42][O:43]2. Procedure: To a solution of 5.59 g (31.9 mmol) of 5-acetamidoindan in 55 mL of H2SO4 kept in an ice-bath was added portionwise 3.62 g of KNO3 (35.8 mmol). The solution was stirred in the ice-bath for 2 h and at room temperature overnight. It was added to 500 mL of ice-water and stirred for 1 h. The precipitate was filtered, washed with water, and dried to leave a black solid, which was separated by chromatography (silica gel, eluted with hexane/ethyl acetate=10:1) to give 1.06 g (15%) of a yellow solid. 1H... As a reaction SMILES: [C:1]([NH:4][C:5]1[CH:6]=[C:7]2[C:11](=[CH:12][CH:13]=1)[CH2:10][CH2:9][CH2:8]2)(=[O:3])[CH3:2].[N+:14]([O-])([O-:16])=[O:15].[K+]>OS(O)(=O)=O>[C:1]([NH:4][C:5]1[CH:6]=[C:7]2[C:11](=[CH:12][C:13]=1[N+:14]([O-:16])=[O:15])[CH2:10][CH2:9][CH2:8]2)(=[O:3])[CH3:2] |f:1.2|. Yield: 15.1%. Reaction conditions: time 1 hour. The product is C(C)(=O)NC=1C=C2CCCC2=CC1[N+](=O)[O-] (5-Acetamido-6-nitroindan). The reactants are ice water, C(C)(=O)NC=1C=C2CCCC2=CC1 (5-acetamidoindan), ice, [N+](=O)([O-])[O-].[K+] (KNO3). Run in OS(=O)(=O)O (H2SO4). Starting materials: N1(C=CC=C1)C1=CC=C(C=C1)C1=CC(=C(C(O1)=O)C#N)N1CCCCC1 (6-(4-(1H-pyrrol-1-yl)phenyl)-2-oxo-4-(piperidin-1-yl)-2H-pyran-3-carbonitrile), indanone-2, [H-].[Na+] (NaH), C1CCOC1 (THF). Product: N1(CCCCC1)C1=C(C=2CC3=CC=CC=C3C2C(=C1)C1=CC=C(C=C1)N1C=CC=C1)C#N (2-Piperidin-1-yl-4-(4-pyrrol-1-yl-phenyl)-9H-fluorene-1-carbonitrile). RXN SMILES: [N:1]1([C:6]2[CH:11]=[CH:10][C:9]([C:12]3O[C:16](=O)[C:15]([C:19]#[N:20])=[C:14]([N:21]4[CH2:26][CH2:25][CH2:24][CH2:23][CH2:22]4)[CH:13]=3)=[CH:8][CH:7]=2)[CH:5]=[CH:4][CH:3]=[CH:2]1.[H-].[Na+].[CH2:29]1[CH2:33]O[CH2:31][CH2:30]1>>[N:21]1([C:14]2[CH:13]=[C:12]([C:9]3[CH:10]=[CH:11][C:6]([N:1]4[CH:5]=[CH:4][CH:3]=[CH:2]4)=[CH:7][CH:8]=3)[C:5]3[C:4]4[C:30](=[CH:29][CH:33]=[CH:2][CH:3]=4)[CH2:31][C:16]=3[C:15]=2[C:19]#[N:20])[CH2:26][CH2:25][CH2:24][CH2:23][CH2:22]1 |f:1.2|. Reported procedure: A mixture of 6-(4-(1H-pyrrol-1-yl)phenyl)-2-oxo-4-(piperidin-1-yl)-2H-pyran-3-carbonitrile (345 mg), indanone-2 (132 mg) and NaH (47 mg) in THF was stirred for <5 min. After completion, the reaction solvent was evaporated under vacuum to dryness and crude solid was quenched with ice water and subsequently neutralized with dil. HCl, finally purified by column chromatography using ethylacetate-hexane as eluent. White solid; mp 224-226° C.; ESMS 416 (M++1); IR (KBr) 2211 cm−1 (CN); 1H NMR (200 MHz,...